From a dataset of the Open Reaction Database (ORD), a public repository of structured organic reaction records. describe an organic reaction: reactants, conditions, products, and yield Starting materials: NC1=NC=2CCN(CC2C=C1)C(=O)OC(C)(C)C (tert-Butyl 2-Amino-7,8-dihydro-1,6-naphthyridine-6(5H)-carboxylate), BrC=1C(N(C=C(C1)Br)C)=O (3,5-dibromo-1-methylpyridin-2(1H)-one), CC1(C2=C(C(=CC=C2)P(C3=CC=CC=C3)C4=CC=CC=C4)OC5=C(C=CC=C51)P(C6=CC=CC=C6)C7=CC=CC=C7)C (XantPhos), C(=O)([O-])[O-].[Cs+].[Cs+] (Cs2CO3). The reagents and catalysts are C=1C=CC(=CC1)/C=C/C(=O)/C=C/C2=CC=CC=C2.C=1C=CC(=CC1)/C=C/C(=O)/C=C/C2=CC=CC=C2.C=1C=CC(=CC1)/C=C/C(=O)/C=C/C2=CC=CC=C2.[Pd].[Pd] (Pd2(dba)3). The solvent is O1CCOCC1 (dioxane), C(Cl)Cl (DCM). Reaction conditions: temperature 100 celsius. The product is BrC=1C=C(C(N(C1)C)=O)NC1=NC=2CCN(CC2C=C1)C(=O)OC(C)(C)C (tert-Butyl 2-(5-Bromo-1-methyl-2-oxo-1,2-dihydropyridin-3-ylamino)-7,8-dihydro-1,6-naphthyridine-6(5H)-carboxylate). As a reaction SMILES: [NH2:1][C:2]1[CH:11]=[CH:10][C:9]2[CH2:8][N:7]([C:12]([O:14][C:15]([CH3:18])([CH3:17])[CH3:16])=[O:13])[CH2:6][CH2:5][C:4]=2[N:3]=1.Br[C:20]1[C:21](=[O:28])[N:22]([CH3:27])[CH:23]=[C:24]([Br:26])[CH:25]=1.CC1(C)C2C(=C(P(C3C=CC=CC=3)C3C=CC=CC=3)C=CC=2)OC2C(P(C3C=CC=CC=3)C3C=CC=CC=3)=CC=CC1=2.C([O-])([O-])=O.[Cs+].[Cs+]>C1C=CC(/C=C/C(/C=C/C2C=CC=CC=2)=O)=CC=1.C1C=CC(/C=C/C(/C=C/C2C=CC=CC=2)=O)=CC=1.C1C=CC(/C=C/C(/C=C/C2C=CC=CC=2)=O)=CC=1.[Pd].[Pd].C(Cl)Cl.O1CCOCC1>[Br:26][C:24]1[CH:25]=[C:20]([NH:1][C:2]2[CH:11]=[CH:10][C:9]3[CH2:8][N:7]([C:12]([O:14][C:15]([CH3:18])([CH3:17])[CH3:16])=[O:13])[CH2:6][CH2:5][C:4]=3[N:3]=2)[C:21](=[O:28])[N:22]([CH3:27])[CH:23]=1 |f:3.4.5,6.7.8.9.10|. Procedure: To a round-bottomed flask equipped with a stirring bar, 158b (851 mg, 3.41 mmol), 3,5-dibromo-1-methylpyridin-2(1H)-one (1.37 g, 5.12 mmol), Pd2(dba)3 (312.5 mg, 0.341 mmol), XantPhos (316 mg, 0.546 mmol), Cs2CO3 (3.67 g, 11.3 mmol) and dioxane (17 mL) were added. The reaction mixture was heated at 100° C. overnight. DCM (200 mL) was added to the resulting mixture was washed with water (30 mL×3). DCM (200 mL) was added and the resulting mixture was washed with water (30 mL×3), brine (30 mL×1), d... Starting materials: CN(CCC1=CNC2=CC=C(C=C12)[N+](=O)[O-])C (3-(2-dimethylaminoethyl)-5-nitroindole). Reagents/catalysts: [Pd] (palladium on carbon). Run in C(C)O (ethanol). Run at time 6 hour. Product: NC=1C=C2C(=CNC2=CC1)CCN(C)C (5-Amino-3-(2-dimethylaminoethyl)indole). The yield is 99.2%. As a reaction SMILES: [CH3:1][N:2]([CH3:17])[CH2:3][CH2:4][C:5]1[C:13]2[C:8](=[CH:9][CH:10]=[C:11]([N+:14]([O-])=O)[CH:12]=2)[NH:7][CH:6]=1>[Pd].C(O)C>[NH2:14][C:11]1[CH:12]=[C:13]2[C:8](=[CH:9][CH:10]=1)[NH:7][CH:6]=[C:5]2[CH2:4][CH2:3][N:2]([CH3:1])[CH3:17]. Procedure details: A mixture of 3-(2-dimethylaminoethyl)-5-nitroindole (1.85 g, 7.93 mmol) and 10% palladium on carbon (0.40 g, 20% by weight) in absolute ethanol (30 mL) was shaken under a hydrogen atmosphere (3 atm) for 6 hours. The resulting mixture was filtered through Celite®, and the Celite® pad was washed generously with absolute ethanol. The combined filtrates were evaporated under reduced pressure to afford the title compound (1.60 g, 7.87 mmol, 99%) as a clear, slightly dark, hygroscopic oil: IR (CHCl3) ... Reactants: C(C)(C)OC=1C=C(C(=O)OC)C=CC1C (methyl 3-isopropoxy-4-methylbenzoate), BrN1C(CCC1=O)=O (N-bromosuccinimide). The reagents and catalysts are N(=NC(C#N)(C)C)C(C#N)(C)C (2,2′-azobis(isobutyronitrile)). Solvent: C(C)(=O)OCC (ethyl acetate). Yields the product BrCC1=C(C=C(C(=O)OC)C=C1)OC(C)C (methyl 4-(bromomethyl)-3-isopropoxybenzoate). Yield: 64.6%. RXN SMILES: [CH:1]([O:4][C:5]1[CH:6]=[C:7]([CH:12]=[CH:13][C:14]=1[CH3:15])[C:8]([O:10][CH3:11])=[O:9])([CH3:3])[CH3:2].[Br:16]N1C(=O)CCC1=O>C(OCC)(=O)C.N(C(C)(C)C#N)=NC(C)(C)C#N>[Br:16][CH2:15][C:14]1[CH:13]=[CH:12][C:7]([C:8]([O:10][CH3:11])=[O:9])=[CH:6][C:5]=1[O:4][CH:1]([CH3:3])[CH3:2]. Procedure details: To a solution of methyl 3-isopropoxy-4-methylbenzoate (1.0 g, 4.8 mmol) in ethyl acetate (20 mL) were added N-bromosuccinimide (0.92 g, 5.19 mmol) and 2,2′-azobis(isobutyronitrile) (3 mg), and the mixture was heated under reflux for 6 hr. The reaction mixture was allowed to cool, washed with water and saturated brine, dried over anhydrous magnesium sulfate, and concentrated under reduced pressure. The residue was purified by silica gel column chromatography (hexane/ethyl acetate=10/1-hexane/ethy... Starting materials: BrCC1CC1, COc1ccc(C2=NN(C3CCN(C(=O)c4cc(O)ccc4C)CC3)C(=O)C2(C)C)cc1OC, COc1ccc(OC)c(S(=O)(=O)N2CCC(N3N=C(c4ccc(OC)c(OC)c4)C(C)(C)C3=O)CC2)c1, CCO, [Na+], [OH-]. Product: COc1ccc(C2=NN(C3CCN(C(=O)c4cc(OCC5CC5)ccc4C)CC3)C(=O)C2(C)C)cc1OC. As a reaction SMILES: [Br:35][CH2:36][CH:37]1[CH2:38][CH2:39]1.[CH3:1][O:2][c:3]1[cH:4][c:5]([C:11]2=[N:15][N:14]([CH:16]3[CH2:17][CH2:18][N:19]([C:22](=[O:23])[c:24]4[c:25]([CH3:31])[cH:26][cH:27][c:28]([OH:30])[cH:29]4)[CH2:20][CH2:21]3)[C:13](=[O:32])[C:12]2([CH3:33])[CH3:34])[cH:6][cH:7][c:8]1[O:9][CH3:10].[CH3:40][O:41][c:42]1[cH:43][c:44]([C:45]2=[N:71][N:51]([CH:52]3[CH2:53][CH2:54][N:55]([S:56]([c:57]4[cH:58][c:59]([O:60][CH3:61])[cH:62][cH:63][c:64]4[O:65][CH3:66])(=[O:67])=[O:68])[CH2:69][CH2:70]3)[C:49](=[O:50])[C:46]2([CH3:47])[CH3:48])[cH:72][cH:73][c:74]1[O:75][CH3:76].[CH3:79][CH2:80][OH:81].[Na+:78].[OH-:77]>>[CH3:1][O:2][c:3]1[cH:4][c:5]([C:11]2=[N:15][N:14]([CH:16]3[CH2:17][CH2:18][N:19]([C:22](=[O:23])[c:24]4[c:25]([CH3:31])[cH:26][cH:27][c:28]([O:30][CH2:36][CH:37]5[CH2:38][CH2:39]5)[cH:29]4)[CH2:20][CH2:21]3)[C:13](=[O:32])[C:12]2([CH3:33])[CH3:34])[cH:6][cH:7][c:8]1[O:9][CH3:10]. Reactants: OCC1=CC=C2N=C(C=3N(C2=C1)C(NN3)=O)NC(C)C (8-hydroxymethyl-4-isopropylamino-2H-[1,2,4]triazolo[4,3-a]quinoxalin-1-one), [H][H] (hydrogen). The reagents and catalysts are [Pd] (Pd/C). Solvent: CCO (EtOH). Product: C(C)(C)NC=1C=2N(C3=CC(=CC=C3N1)C)C(NN2)=O (4-Isopropylamino-8-methyl-2H-[1,2,4]triazolo[4,3-a]quinoxalin-1-one). As a reaction SMILES: O[CH2:2][C:3]1[CH:12]=[C:11]2[C:6]([N:7]=[C:8]([NH:17][CH:18]([CH3:20])[CH3:19])[C:9]3[N:10]2[C:13](=[O:16])[NH:14][N:15]=3)=[CH:5][CH:4]=1.[H][H]>CCO.[Pd]>[CH:18]([NH:17][C:8]1[C:9]2[N:10]([C:13](=[O:16])[NH:14][N:15]=2)[C:11]2[C:6]([N:7]=1)=[CH:5][CH:4]=[C:3]([CH3:2])[CH:12]=2)([CH3:20])[CH3:19]. Procedure: A solution of 8-hydroxymethyl-4-isopropylamino-2H-[1,2,4]triazolo[4,3-a]quinoxalin-1-one (20 mg) in EtOH (15 mL) was treated 10% Pd/C (10 mg), and the mixture was agitated under 45 psi hydrogen atmosphere for 68 hrs. The reaction mixture was filtered through diatomaceous earth, the filtrate concentrated, and the residue purified by silica gel chromatography to provide the title compound as a solid. MS (M+H)+=258.0.